From a dataset of the Open Reaction Database (ORD), a public repository of structured organic reaction records. describe an organic reaction: reactants, conditions, products, and yield The reactants are CC(C)(C)[O-], CCOC(C)=O, [K+], C1CCOC1, CC(C)(C)OC(=O)NC(CO)C1CCC2(CC1)OCCO2. Product: O=C1NC(C2CCC3(CC2)OCCO3)CO1. Reaction SMILES: [CH3:27][C:28]([CH3:29])([O-:30])[CH3:31].[CH3:33][CH2:34][O:35][C:36](=[O:37])[CH3:38].[K+:32].[O:22]1[CH2:23][CH2:24][CH2:25][CH2:26]1.[OH:1][CH2:2][CH:3]([CH:4]1[CH2:5][CH2:6][C:7]2([O:8][CH2:9][CH2:10][O:11]2)[CH2:12][CH2:13]1)[NH:14][C:15]([O:16][C:17]([CH3:18])([CH3:19])[CH3:20])=[O:21]>>[CH:3]1([CH:4]2[CH2:5][CH2:6][C:7]3([O:8][CH2:9][CH2:10][O:11]3)[CH2:12][CH2:13]2)[NH:14][C:15](=[O:21])[O:16][CH2:17]1. Starting materials: [F-].C(CCC)[N+](CCCC)(CCCC)CCCC (Tetrabutylammonium fluoride), COC(CCCC#CC[C@H]1C(N(C[C@@H]1CO[Si](C)(C)C(C)(C)C)CC1=C(C=C(C=C1)OC)OC)=O)=O (7-[(3R*,4R*)-4-(tert-butyldimethylsilanyloxymethyl)-1-(2,4-dimethoxybenzyl)-2-oxo-pyrrolidin-3-yl]-hept-5-ynoic acid methyl ester). Run in C1CCOC1 (THF). Reaction conditions: time 18 hour. Product: COC(CCCC#CC[C@H]1C(N(C[C@@H]1CO)CC1=C(C=C(C=C1)OC)OC)=O)=O (7-[(3R*,4R*)-1-(2,4-dimethoxybenzyl)-4-hydroxymethyl-2-oxo-pyrrolidin-3-yl]-hept-5-ynoic Acid Methyl Ester). Isolated yield 57.5%. As a reaction SMILES: [F-].C([N+](CCCC)(CCCC)CCCC)CCC.[CH3:19][O:20][C:21](=[O:54])[CH2:22][CH2:23][CH2:24][C:25]#[C:26][CH2:27][C@@H:28]1[C@@H:32]([CH2:33][O:34][Si](C(C)(C)C)(C)C)[CH2:31][N:30]([CH2:42][C:43]2[CH:48]=[CH:47][C:46]([O:49][CH3:50])=[CH:45][C:44]=2[O:51][CH3:52])[C:29]1=[O:53]>C1COCC1>[CH3:19][O:20][C:21](=[O:54])[CH2:22][CH2:23][CH2:24][C:25]#[C:26][CH2:27][C@@H:28]1[C@@H:32]([CH2:33][OH:34])[CH2:31][N:30]([CH2:42][C:43]2[CH:48]=[CH:47][C:46]([O:49][CH3:50])=[CH:45][C:44]=2[O:51][CH3:52])[C:29]1=[O:53] |f:0.1|. Procedure: Tetrabutylammonium fluoride (1.0 M in THF, 4.0 mL, 4.0 mmol) was added to a solution of 7-[(3R*,4R*)-4-(tert-butyldimethylsilanyloxymethyl)-1-(2,4-dimethoxybenzyl)-2-oxo-pyrrolidin-3-yl]-hept-5-ynoic acid methyl ester (680 mg, 1.31 mmol) in THF (13 mL) at 0° C. under nitrogen. The reaction was allowed to warm to room temperature. After 18 h at room temperature, THF was removed in vacuo and the residue was taken up in EtOAc (50 mL). The organic phase was washed with water (2×20 mL) and brine (20 ... The reactants are BrC=1C(=CC(=NC1)O)C (5-bromo-4-methylpyridin-2-ol), OCC1(CC1)C(=O)OC (methyl 1-(hydroxymethyl)cyclopropanecarboxylate), C1(=CC=CC=C1)P(C1=CC=CC=C1)C1=CC=CC=C1 (triphenylphosphine), N(=NC(=O)OCC)C(=O)OCC.C1(=CC=CC=C1)C (diethyl azodicarboxylate toluene). Run in C(C)(=O)OCC (ethyl acetate), O (water), O1CCCC1 (tetrahydrofuran). Run at temperature 70 celsius, time 4 hour. Yields the product BrC=1C(=CC(=NC1)OCC1(CC1)C(=O)OC)C (methyl 1-{[(5-bromo-4-methylpyridin-2-yl)oxy]-methyl}cyclopropanecarboxylate). Yield: 100.2%. As a reaction SMILES: [Br:1][C:2]1[C:3]([CH3:9])=[CH:4][C:5]([OH:8])=[N:6][CH:7]=1.O[CH2:11][C:12]1([C:15]([O:17][CH3:18])=[O:16])[CH2:14][CH2:13]1.C1(P(C2C=CC=CC=2)C2C=CC=CC=2)C=CC=CC=1.N(C(OCC)=O)=NC(OCC)=O.C1(C)C=CC=CC=1>O1CCCC1.C(OCC)(=O)C.O>[Br:1][C:2]1[C:3]([CH3:9])=[CH:4][C:5]([O:8][CH2:11][C:12]2([C:15]([O:17][CH3:18])=[O:16])[CH2:14][CH2:13]2)=[N:6][CH:7]=1 |f:3.4|. Procedure details: In tetrahydrofuran (26 mL) was dissolved 5-bromo-4-methylpyridin-2-ol (1.3 g), methyl 1-(hydroxymethyl)cyclopropanecarboxylate (1.08 g) and triphenylphosphine (2.72 g), and 40% diethyl azodicarboxylate-toluene solution (4.72 mL) was added dropwise to the solution at 0° C. The mixture was stirred at 70° C. for 4 hours. The reaction mixture was cooled to room temperature, water and ethyl acetate were added to the mixture, and the organic layer was washed with a saturated brine and dried over anhyd... Reactants: COC=1C=CC(=CC1)P2(=S)SP(=S)(S2)C=3C=CC(=CC3)OC (Lawesson's reagent), FC=1C=C(C=CC1F)C(CNC(CCC=1N(C=C(N1)CC(CC)(C)C)S(=O)(=O)N(C)C)=O)=O (N-[2-(3,4-difluorophenyl)-2-oxoethyl]-3-[1-[(dimethylamino)sulfonyl]-4-(2,2-dimethylbutyl)-1H -imidazol-2-yl]propanamide). The solvent is C1(=CC=CC=C1)C (toluene). Product: FC=1C=C(C=CC1F)C1=CN=C(S1)CCC=1NC(=CN1)CC(CC)(C)C (5-(3,4-Difluorophenyl)-2-{2-[5-(2,2-dimethylbutyl)-1H-imidazol-2-yl]ethyl}-1,3-thiazole). As a reaction SMILES: COC1C=CC(P2(SP(C3C=CC(OC)=CC=3)(=S)S2)=[S:10])=CC=1.[F:23][C:24]1[CH:25]=[C:26]([C:31](=O)[CH2:32][NH:33][C:34](=O)[CH2:35][CH2:36][C:37]2[N:38](S(N(C)C)(=O)=O)[CH:39]=[C:40]([CH2:42][C:43]([CH3:47])([CH3:46])[CH2:44][CH3:45])[N:41]=2)[CH:27]=[CH:28][C:29]=1[F:30]>C1(C)C=CC=CC=1>[F:23][C:24]1[CH:25]=[C:26]([C:31]2[S:10][C:34]([CH2:35][CH2:36][C:37]3[NH:41][C:40]([CH2:42][C:43]([CH3:47])([CH3:46])[CH2:44][CH3:45])=[CH:39][N:38]=3)=[N:33][CH:32]=2)[CH:27]=[CH:28][C:29]=1[F:30]. Procedure details: Lawesson's reagent (50 mg, 0.12 mmol) was added to a solution of N-[2-(3,4-difluorophenyl)-2-oxoethyl]-3-[1-[(dimethylamino)sulfonyl]-4-(2,2-dimethylbutyl)-1H -imidazol-2-yl]propanamide (30 mg, 0.06 mmol) in dry toluene (4 mL) at rt. After stirring at reflux for 30 min, volatiles were removed. The resulting residue was dissolved in THF (0.5 mL), and 2M aqueous hydrochloric acid (1.5 mL) was added. After stirring at 80° C. overnight, the volatiles were removed. The aqueous phase was diluted with ... The reactants are C(C)(C)(C)C=CC=C (tert.-butylbutadiene), C(=O)C=C (acrolein), C(C)(C)(C)C1=CCC(CC1)C=O (4-tert.-butyl-cyclohex-3-ene-1-carboxaldehyde). Yields the product C(C)(C)(C)C=1CC(CCC1)C=O (3-tert.-butyl-cyclohex-3-ene-1-carboxaldehyde). Yield: 30.0%. As a reaction SMILES: [C:1]([CH:5]=[CH:6][CH:7]=[CH2:8])([CH3:4])([CH3:3])[CH3:2].[CH:9]([CH:11]=[CH2:12])=[O:10].C(C1CCC(C=O)CC=1)(C)(C)C>>[C:1]([C:5]1[CH2:12][CH:11]([CH:9]=[O:10])[CH2:8][CH2:7][CH:6]=1)([CH3:4])([CH3:3])[CH3:2]. Procedure: Molar amounts of tert.-butylbutadiene and acrolein are refluxed for 6-8 hours. A mixture of about 70% of 4-tert.-butyl-cyclohex-3-ene-1-carboxaldehyde and about 30% of 3-tert.-butyl-cyclohex-3-ene-1-carboxaldehyde is obtained in a yield of about 80%. Boiling point: 112° C./28 mbar. Starting materials: NC=1C(=NC=CC1)C1=CC=C(C(=O)NC2=CC=C(C=C2)C(C)(C)C)C=C1 (4-(3-amino-2-pyridinyl)-N-(4-tert-butylphenyl)benzamide), N(=O)[O-].[Na+] (NaNO2), [H+].[B-](F)(F)(F)F (HBF4). Run in O (water). Reaction conditions: temperature 100 celsius, time 30 minute. Product: C(C)(C)(C)C1=CC=C(C=C1)NC(C1=CC=C(C=C1)C1=NC=CC=C1F)=O (N-(4-tert-butylphenyl)-4-(3-fluoro-2-pyridinyl)benzamide). Reaction SMILES: N[C:2]1[C:3]([C:8]2[CH:26]=[CH:25][C:11]([C:12]([NH:14][C:15]3[CH:20]=[CH:19][C:18]([C:21]([CH3:24])([CH3:23])[CH3:22])=[CH:17][CH:16]=3)=[O:13])=[CH:10][CH:9]=2)=[N:4][CH:5]=[CH:6][CH:7]=1.N([O-])=O.[Na+].[H+].[B-](F)(F)(F)[F:33]>O>[C:21]([C:18]1[CH:19]=[CH:20][C:15]([NH:14][C:12](=[O:13])[C:11]2[CH:25]=[CH:26][C:8]([C:3]3[C:2]([F:33])=[CH:7][CH:6]=[CH:5][N:4]=3)=[CH:9][CH:10]=2)=[CH:16][CH:17]=1)([CH3:24])([CH3:23])[CH3:22] |f:1.2,3.4|. Reported procedure: The product from Example 3 (52.0 mg, 0.145 mmol) in 48% HBF4 (0.75 mL) and water (0.1 mL) was treated with solid NaNO2 (11.9 mg, 0.172 mmol) at 0° C. After stirring for 30 minutes, the layers were allowed to separate and the liquid was layer was removed by pipette. The remaining solid was dried under reduced pressure and slurried in toluene (1.5 mL). The suspension was heated at 100° C. for 2.5 hours, allowed to cool to room temperature, and the toluene was removed by pipette. The residue was tr... Starting materials: CCCN(C)c1cc(NC(=O)OC(C)(C)C)c(N)cc1C(F)(F)F, CC(C)(C)OC(=O)CC(=O)c1cccc(-n2cncn2)c1. Product: CCCN(C)c1cc(NC(=O)OC(C)(C)C)c(NC(=O)CC(=O)c2cccc(-n3cncn3)c2)cc1C(F)(F)F. RXN SMILES: [C:1]([CH3:2])([CH3:3])([CH3:4])[O:5][C:6]([NH:7][c:8]1[c:9]([NH2:23])[cH:10][c:11]([C:19]([F:20])([F:21])[F:22])[c:12]([N:14]([CH2:15][CH2:16][CH3:17])[CH3:18])[cH:13]1)=[O:24].[C:25]([CH3:27])([CH3:28])([O:29][C:30](=[O:26])[CH2:31][C:32]([c:33]1[cH:34][c:35](-[n:39]2[n:40][cH:41][n:42][cH:43]2)[cH:36][cH:37][cH:38]1)=[O:44])[CH3:45]>>[C:1]([CH3:2])([CH3:3])([CH3:4])[O:5][C:6]([NH:7][c:8]1[c:9]([NH:23][C:30](=[O:29])[CH2:31][C:32]([c:33]2[cH:34][c:35](-[n:39]3[n:40][cH:41][n:42][cH:43]3)[cH:36][cH:37][cH:38]2)=[O:44])[cH:10][c:11]([C:19]([F:20])([F:21])[F:22])[c:12]([N:14]([CH2:15][CH2:16][CH3:17])[CH3:18])[cH:13]1)=[O:24].